Dataset: the Open Reaction Database (ORD), a public repository of structured organic reaction records. Task: describe an organic reaction: reactants, conditions, products, and yield The reactants are CS(=O)(=O)c1ccccc1S(=O)(=O)Cl, C[Si](C)(C)CCOCn1nc(Sc2ccccc2)c2cc(N)ccc21, c1ccncc1. Yields the product C[Si](C)(C)CCOCn1nc(Sc2ccccc2)c2cc(NS(=O)(=O)c3ccccc3S(C)(=O)=O)ccc21. Reaction SMILES: [CH3:1][S:2](=[O:3])(=[O:4])[c:5]1[c:6]([S:11](=[O:12])(=[O:13])[Cl:14])[cH:7][cH:8][cH:9][cH:10]1.[NH2:15][c:16]1[cH:17][c:18]2[c:19]([S:33][c:34]3[cH:35][cH:36][cH:37][cH:38][cH:39]3)[n:20][n:21]([CH2:25][O:26][CH2:27][CH2:28][Si:29]([CH3:30])([CH3:31])[CH3:32])[c:22]2[cH:23][cH:24]1.[cH:40]1[cH:41][cH:42][n:43][cH:44][cH:45]1>>[CH3:1][S:2](=[O:3])(=[O:4])[c:5]1[c:6]([S:11](=[O:12])(=[O:13])[NH:15][c:16]2[cH:17][c:18]3[c:19]([S:33][c:34]4[cH:35][cH:36][cH:37][cH:38][cH:39]4)[n:20][n:21]([CH2:25][O:26][CH2:27][CH2:28][Si:29]([CH3:30])([CH3:31])[CH3:32])[c:22]3[cH:23][cH:24]2)[cH:7][cH:8][cH:9][cH:10]1. The reactants are NC1=CC(=NC(=C1)CC)CC (4-Amino-2,6-diethylpyridine), II (iodine), FC(C(=O)OI(OC(C(F)(F)F)=O)C1=CC=CC=C1)(F)F ([bis(trifluoroacetoxy)iodo]benzene). Run in ClCCl (dichloromethane), CO (methanol). Reaction conditions: time 16 hour. The product is NC1=C(C(=NC(=C1)CC)CC)I (4-amino-2,6-diethyl-3-iodopyridine). Isolated yield 40.2%. Reaction SMILES: [NH2:1][C:2]1[CH:7]=[C:6]([CH2:8][CH3:9])[N:5]=[C:4]([CH2:10][CH3:11])[CH:3]=1.II.FC(F)(F)C(O[I:19](C1C=CC=CC=1)OC(=O)C(F)(F)F)=O>ClCCl.CO>[NH2:1][C:2]1[CH:3]=[C:4]([CH2:10][CH3:11])[N:5]=[C:6]([CH2:8][CH3:9])[C:7]=1[I:19]. Procedure details: 4-Amino-2,6-diethylpyridine (1.8 g) is added to a solution of iodine (3.1 g) and [bis(trifluoroacetoxy)iodo]benzene (5.7 g) in a mixture of dichloromethane (70 ml) and methanol (20 ml) and the mixture is stirred for 16 hours. Solvent is removed by evaporation and the residue is partitioned between ethyl acetate and a mixture of saturated sodium metabisulphite solution (50 ml) and saturated sodium carbonate solution (150 ml). The organic phase is separated, washed with saturated sodium chloride s... Run at temperature 100 celsius, time 3 hour. Reactants: ClCC[C@@H](O)C1=CC=CC=C1 ((R)-(+)-3-chloro-1-phenyl-1-propanol), CC(C(=O)NC1=CC(=CC=C1)C1CCNCC1)C (2-methyl-N-[3-(4-piperidinyl)phenyl]propanamide), C([O-])([O-])=O.[K+].[K+] (potassium carbonate), [I-].[Na+] (sodium iodide). RXN SMILES: Cl[CH2:2][CH2:3][C@H:4]([C:6]1[CH:11]=[CH:10][CH:9]=[CH:8][CH:7]=1)[OH:5].[CH3:12][CH:13]([CH3:29])[C:14]([NH:16][C:17]1[CH:22]=[CH:21][CH:20]=[C:19]([CH:23]2[CH2:28][CH2:27][NH:26][CH2:25][CH2:24]2)[CH:18]=1)=[O:15].C(=O)([O-])[O-].[K+].[K+].[I-].[Na+]>O.CN(C=O)C>[OH:5][C@@H:4]([C:6]1[CH:11]=[CH:10][CH:9]=[CH:8][CH:7]=1)[CH2:3][CH2:2][N:26]1[CH2:27][CH2:28][CH:23]([C:19]2[CH:18]=[C:17]([NH:16][C:14](=[O:15])[CH:13]([CH3:12])[CH3:29])[CH:22]=[CH:21][CH:20]=2)[CH2:24][CH2:25]1 |f:2.3.4,5.6|. The solvent is CN(C)C=O (DMF), O (water). Yield: 94.2%. Product: O[C@H](CCN1CCC(CC1)C=1C=C(C=CC1)NC(C(C)C)=O)C1=CC=CC=C1 (N-(3-{1-[(3R)-3-HYDROXY-3-PHENYLPROPYL]-4-PIPERIDINYL}PHENYL)-2-METHYLPROPANAMIDE). Procedure details: Into a 25-mL RB-flask was added (R)-(+)-3-chloro-1-phenyl-1-propanol (0.545 g, 3.19 mmol, 99% ee, Aldrich Chemical Co.), 2-methyl-N-[3-(4-piperidinyl)phenyl]propanamide (0.748 g, 3.04 mmol), potassium carbonate (0.420 g, 3.04 mmol), sodium iodide (0.684 g, 4.56 mmol) and DMF (6.0 mL) at room temperature. After stirring at 100° C. for 3 hrs, TLC showed that the reaction was complete. The reaction mixture was cooled to room temperature and poured into water (50 mL) and the aqueous layer was extrac...